From a dataset of the Open Reaction Database (ORD), a public repository of structured organic reaction records. describe an organic reaction: reactants, conditions, products, and yield Reactants: CCOC(=O)c1cccnc1Cl, C[O-], CO, [Na+]. Yields the product CCOC(=O)c1cccnc1OC. RXN SMILES: [CH2:1]([CH3:2])[O:3][C:4]([c:5]1[c:6]([Cl:11])[n:7][cH:8][cH:9][cH:10]1)=[O:12].[CH3:13][O-:14].[CH3:16][OH:17].[Na+:15]>>[CH2:1]([CH3:2])[O:3][C:4]([c:5]1[c:6]([O:14][CH3:13])[n:7][cH:8][cH:9][cH:10]1)=[O:12].